From a dataset of the Open Reaction Database (ORD), a public repository of structured organic reaction records. describe an organic reaction: reactants, conditions, products, and yield The reactants are CCOc1cc(C(C)(C)C)ncc1C1=NC(C)(c2ccc(Cl)cc2)C(C)(c2ccc(Cl)cc2)N1C(=O)N1CCC(CC(=O)O)CC1, NC1CCCCC1. The product is CCOc1cc(C(C)(C)C)ncc1C1=NC(C)(c2ccc(Cl)cc2)C(C)(c2ccc(Cl)cc2)N1C(=O)N1CCC(CC(=O)NC2CCCCC2)CC1. As a reaction SMILES: [C:1]([CH3:2])([CH3:3])([CH3:4])[c:5]1[cH:6][c:7]([O:44][CH2:45][CH3:46])[c:8]([C:11]2=[N:15][C:14]([CH3:16])([c:17]3[cH:18][cH:19][c:20]([Cl:23])[cH:21][cH:22]3)[C:13]([CH3:24])([c:25]3[cH:26][cH:27][c:28]([Cl:31])[cH:29][cH:30]3)[N:12]2[C:32](=[O:33])[N:34]2[CH2:35][CH2:36][CH:37]([CH2:40][C:41](=[O:42])[OH:43])[CH2:38][CH2:39]2)[cH:9][n:10]1.[NH2:47][CH:48]1[CH2:49][CH2:50][CH2:51][CH2:52][CH2:53]1>>[C:1]([CH3:2])([CH3:3])([CH3:4])[c:5]1[cH:6][c:7]([O:44][CH2:45][CH3:46])[c:8]([C:11]2=[N:15][C:14]([CH3:16])([c:17]3[cH:18][cH:19][c:20]([Cl:23])[cH:21][cH:22]3)[C:13]([CH3:24])([c:25]3[cH:26][cH:27][c:28]([Cl:31])[cH:29][cH:30]3)[N:12]2[C:32](=[O:33])[N:34]2[CH2:35][CH2:36][CH:37]([CH2:40][C:41](=[O:43])[NH:47][CH:48]3[CH2:49][CH2:50][CH2:51][CH2:52][CH2:53]3)[CH2:38][CH2:39]2)[cH:9][n:10]1. Starting materials: C(#N)CC=1SC(=NN1)SC (2-cyanomethyl-5-methylthio-1,3,4-thiadiazole), C(C)(=O)O (acetic acid), N(=O)[O-].[Na+] (NaNO2). Run in O (water), O (water). Run at time 1 hour. Product: CSC1=NN=C(S1)C(C#N)=NO (α-[5-Methylthio-1,3,4-thiadiazol-2-yl]-α-oximino-acetonitrile). RXN SMILES: [C:1]([CH2:3][C:4]1[S:5][C:6]([S:9][CH3:10])=[N:7][N:8]=1)#[N:2].C(O)(=O)C.[N:15]([O-])=[O:16].[Na+]>O>[CH3:10][S:9][C:6]1[S:5][C:4]([C:3](=[N:15][OH:16])[C:1]#[N:2])=[N:8][N:7]=1 |f:2.3|. Procedure details: 17.1 g (0.1 mol) of 2-cyanomethyl-5-methylthio-1,3,4-thiadiazole are intially introduced into 75 ml of glacial acetic acid. A solution of 7.8 g (0.11 mol) of NaNO2 in 20 ml of water is added dropwise and the mixture is stirred for 1 hour. 200 ml of water are then added to the solution and the mixture is filtered. The residue is washed with water: 19 g (95% of theory) of end product, melting point >200° C. (decomposition). The reactants are COC(C1=CC=C(C=C1)C=O)=O (4-Formyl-benzoic acid methyl ester), C(C1=CC=CC=C1)OC(C(P(=O)(OC)OC)Br)=O (bromo-(dimethoxy-phosphoryl)-acetic acid benzyl ester), [Li+].C[Si](C)(C)[N-][Si](C)(C)C (LHMDS), solution. Solvent: C1CCOC1 (THF), C1CCOC1 (THF), C1CCOC1 (THF). Conditions: temperature 0 celsius, time 30 minute. The product is COC(C1=CC=C(C=C1)C=C(Br)C(=O)OCC1=CC=CC=C1)=O (4-(2-Benzyloxycarbonyl-2-bromo-vinyl)-benzoic acid methyl ester). Yield: 95.4%. Reaction SMILES: [CH2:1]([O:8][C:9](=[O:18])[CH:10]([Br:17])P(OC)(OC)=O)[C:2]1[CH:7]=[CH:6][CH:5]=[CH:4][CH:3]=1.[Li+].C[Si]([N-][Si](C)(C)C)(C)C.[CH3:29][O:30][C:31](=[O:40])[C:32]1[CH:37]=[CH:36][C:35]([CH:38]=O)=[CH:34][CH:33]=1>C1COCC1>[CH3:29][O:30][C:31](=[O:40])[C:32]1[CH:37]=[CH:36][C:35]([CH:38]=[C:10]([C:9]([O:8][CH2:1][C:2]2[CH:3]=[CH:4][CH:5]=[CH:6][CH:7]=2)=[O:18])[Br:17])=[CH:34][CH:33]=1 |f:1.2|. Procedure: To a cooled (−78° C.) solution of bromo-(dimethoxy-phosphoryl)-acetic acid benzyl ester (500 mg, 1.5 mmol) in THF (10 mL) was added LHMDS (1.2 mL of a 1M solution in THF, 1.2 mmol). The reaction was warmed to 0° C. and stirred for 30 minutes, then recooled to −78° C. 4-Formyl-benzoic acid methyl ester (163 mg, 1.0 mmol) in THF (2 mL) was added dropwise, and the reaction was allowed to warm to room temperature and stirred for 18 hours. The reaction was evaporated to dryness by rotary evaporator a... Yields the product CC(C)=CCCC(C)=CCCC(C)CCO. The reactants are [Al+3], CC(C)=CCCC(C)=CCCC(C)CC(=O)O, CCOCC, CCOC(C)=O, [H-], [H-], [H-], [H-], [Li+], O. As a reaction SMILES: [Al+3:7].[CH3:12][CH:13]([CH2:14][C:15](=[O:16])[OH:17])[CH2:18][CH2:19][CH:20]=[C:21]([CH2:22][CH2:23][CH:24]=[C:25]([CH3:26])[CH3:27])[CH3:28].[CH3:1][CH2:2][O:3][CH2:4][CH3:5].[CH3:29][CH2:30][O:31][C:32](=[O:33])[CH3:34].[H-:10].[H-:11].[H-:6].[H-:9].[Li+:8].[OH2:35]>>[CH3:12][CH:13]([CH2:14][CH2:15][OH:16])[CH2:18][CH2:19][CH:20]=[C:21]([CH2:22][CH2:23][CH:24]=[C:25]([CH3:26])[CH3:27])[CH3:28]. Starting materials: C(C)(=O)OC1=CC=C(C(=O)Cl)C=C1 (4-acetoxybenzoyl chloride), ClC1=C(C=C(C(=C1)Cl)Cl)S (2,4,5-trichlorothiophenol), C(C)(=O)OCC (ethyl acetate), N1=CC=CC=C1 (pyridine). The solvent is C(C)#N (acetonitrile), C(C)#N (acetonitrile). The product is C(C)(=O)OC1=CC=C(C(=O)SC2=C(C=C(C(=C2)Cl)Cl)Cl)C=C1 (S-(2,4,5-Trichlorophenyl) 4-(acetoxy)thiobenzoate). The yield is 97.0%. As a reaction SMILES: [C:1]([O:4][C:5]1[CH:13]=[CH:12][C:8]([C:9](Cl)=[O:10])=[CH:7][CH:6]=1)(=[O:3])[CH3:2].[Cl:14][C:15]1[CH:20]=[C:19]([Cl:21])[C:18]([Cl:22])=[CH:17][C:16]=1[SH:23].N1C=CC=CC=1.C(OCC)(=O)C>C(#N)C>[C:1]([O:4][C:5]1[CH:13]=[CH:12][C:8]([C:9]([S:23][C:16]2[CH:17]=[C:18]([Cl:22])[C:19]([Cl:21])=[CH:20][C:15]=2[Cl:14])=[O:10])=[CH:7][CH:6]=1)(=[O:3])[CH3:2]. Procedure: A solution of 4-acetoxybenzoyl chloride (8.37 g) in dry acetonitrile (20 ml) was added to a solution of 2,4,5-trichlorothiophenol (9.00 g) in dry acetonitrile (120 ml) and the mixture stirred at room temperature whilst pyridine (3.41 ml) was added dropwise over 10 minutes. Stirring was continued until the reaction was complete, when ethyl acetate was added and the solution washed with water. Evaporation of the solution, which had been dried over magnesium sulphate, afforded the desired thioester... Starting materials: [C]=O (carbon monoxide), [H][H] (hydrogen), C[C@@H]1CC[C@H]([C@@H](C1)O)C(=C)C (isopulegol), C1(=CC=CC=C1)P(C1=CC=CC=C1)C1=CC=CC=C1 (triphenylphosphine). Reagents/catalysts: [Cr].[Co] (Hastelloy C). Solvent: O1CCOCC1 (dioxane). Conditions: time 5 hour. Product: CC1C=COC2C1CCC(C2)C (4a,5,6,7,8,8a-hexahydro-4,7-dimethyl-4H-1-benzopyran). Isolated yield 49219.9%. RXN SMILES: [CH3:1][C@H:2]1[CH2:7][C@@H:6]([OH:8])[C@H:5]([C:9]([CH3:11])=[CH2:10])[CH2:4][CH2:3]1.[C:12]1(P(C2C=CC=CC=2)C2C=CC=CC=2)C=CC=CC=1.[C]=O.[H][H]>[Cr].[Co].O1CCOCC1>[CH3:10][CH:9]1[CH:5]2[CH2:4][CH2:3][CH:2]([CH3:1])[CH2:7][CH:6]2[O:8][CH:12]=[CH:11]1 |f:4.5,^3:30|. Reported procedure: A 100 ml Hastelloy C autoclave was charged with 15 g of isopulegol, 0.09 g of chlorotristriphenylphosphinerhodium, 0.05 g of triphenylphosphine and 30 ml of dioxane. The autoclave was then charged with equal volumes of carbon monoxide and hydrogen which pressurized the autoclave to 100 kg/cm2. The reaction was carried out at a temperature of 140° C. and at a pressure of 90 to 120 kg/cm2 for a period of 5 hours. After cooling, the pressure was reduced to atmospheric, and the reaction mixture was ... The reactants are BrC1=CN(C(C=2N1C=NC2)=O)CC2=CC=C(C=C2)OC (5-bromo-7-(4-methoxybenzyl)imidazol[1,5-a]pyrazin-8(7H)-one), Cl.BrC=1C=CC2=C(NC=N2)C1 (6-bromo-1H-benzo[d]imidazole hydrochloride salt). The product is N1C=NC2=C1C=CC(=C2)C2=C(C=CC(=C2)Cl)O (2-(1H-benzo[d]imidazol-5-yl)-4-chlorophenol). Isolated yield 43.0%. Reaction SMILES: BrC1N2C=NC=C2C(=O)N(C[C:13]2[CH:18]=[CH:17][C:16]([O:19]C)=[CH:15][CH:14]=2)C=1.[ClH:21].Br[C:23]1[CH:24]=[CH:25][C:26]2[N:30]=[CH:29][NH:28][C:27]=2[CH:31]=1>>[NH:28]1[C:27]2[CH:31]=[CH:23][C:24]([C:15]3[CH:14]=[C:13]([Cl:21])[CH:18]=[CH:17][C:16]=3[OH:19])=[CH:25][C:26]=2[N:30]=[CH:29]1 |f:1.2|. Procedure details: Following the procedure as described in EXAMPLE 4 and making non-critical variations to replace 5-bromo-7-(4-methoxybenzyl)imidazol[1,5-a]pyrazin-8(7H)-one with 6-bromo-1H-benzo[d]imidazole hydrochloride salt, 2-(1H-benzo[d]imidazol-5-yl)-4-chlorophenol was obtained as a beige solid in 43% yield (0.110 g): MS (ES+) m/z 245.0 (M+1), 246.9 (M+1). Reactants: COC=1C=C2CCC(C2=CC1OC)=O (5,6-dimethoxyindan-1-one), COC=1C=C2CCC(C2=CC1OC)=O (5,6-dimethoxyindan-1-one), solution, B(Br)(Br)Br (BBr3). Run in C(Cl)Cl (methylene chloride), C(Cl)Cl (CH2Cl2). Conditions: temperature -78 celsius, time 1 hour. The product is OC=1C=C2CCC(C2=CC1O)=O (5,6-Dihydroxy-indan-1-one). Reaction SMILES: C[O:2][C:3]1[CH:4]=[C:5]2[C:9](=[CH:10][C:11]=1[O:12]C)[C:8](=[O:14])[CH2:7][CH2:6]2.B(Br)(Br)Br>C(Cl)Cl>[OH:2][C:3]1[CH:4]=[C:5]2[C:9](=[CH:10][C:11]=1[OH:12])[C:8](=[O:14])[CH2:7][CH2:6]2. Procedure details: A solution of 5,6-dimethoxyindan-1-one (Compound 3a) (19 g, 0.094 mole) in 200 mL of methylene chloride was cooled at −78° C. with a dry-ice/iPrOH bath. To this solution was then added 200 mL (0.2 mole) of a 1M solution of BBr3 in CH2Cl2 dropwise. The resulting solution was stirred at −78° C. for 1 hr and then at 0° C. for 1 hr. The solution was then cooled back to −78° C. with a dry-ice/iPrOH bath and quenched with 50 mL of MeOH. The solution was evaporated on a rotary evaporator to dryness, th...